This data is from the Open Reaction Database (ORD), a public repository of structured organic reaction records. The task is: describe an organic reaction: reactants, conditions, products, and yield Product: NC=1SC=C(N1)/C(/C(=O)NC1[C@@H]2N(C(=C(CS2)C2=C(C(C2=O)=O)O)C(=O)O)C1=O)=N/OC (7-[2-(2-Aminothiazol-4-yl)-(Z)-2-methoxyiminoacetamido]-3-(3,4-dioxo-2-hydroxy-1-cyclobutenyl)-3-cephem-4-carboxylic acid). Conditions: time 2 hour. Run in Cl (hydrochloric acid), [N+](=O)([O-])C (nitromethane), C(Cl)Cl (CH2Cl2). The reactants are [Cl-].[Al+3].[Cl-].[Cl-] (aluminum chloride), ice H2O, NC=1SC=C(N1)/C(/C(=O)NC1[C@@H]2N(C(=C(CS2)C2=C(C(C2=O)=O)OCC2=CC=CC=C2)C(=O)OC(C2=CC=CC=C2)C2=CC=CC=C2)C1=O)=N/OC (diphenylmethyl 7-[2-(2-aminothiazol-4-yl)-(Z)-2-methoxyiminoacetamido]-3-(2-benzyloxy-3,4-dioxo-1-cyclobutenyl)-3-cephem-4-carboxylate), C1(=CC=CC=C1)OC (anisole). As a reaction SMILES: [Cl-].[Al+3].[Cl-].[Cl-].[NH2:5][C:6]1[S:7][CH:8]=[C:9](/[C:11](=[N:54]/[O:55][CH3:56])/[C:12]([NH:14][CH:15]2[C:52](=[O:53])[N:17]3[C:18]([C:36]([O:38]C(C4C=CC=CC=4)C4C=CC=CC=4)=[O:37])=[C:19]([C:22]4[C:25](=[O:26])[C:24](=[O:27])[C:23]=4[O:28]CC4C=CC=CC=4)[CH2:20][S:21][C@H:16]23)=[O:13])[N:10]=1.C1(OC)C=CC=CC=1>[N+](C)([O-])=O.C(Cl)Cl.Cl>[NH2:5][C:6]1[S:7][CH:8]=[C:9](/[C:11](=[N:54]/[O:55][CH3:56])/[C:12]([NH:14][CH:15]2[C:52](=[O:53])[N:17]3[C:18]([C:36]([OH:38])=[O:37])=[C:19]([C:22]4[C:23](=[O:28])[C:24](=[O:27])[C:25]=4[OH:26])[CH2:20][S:21][C@H:16]23)=[O:13])[N:10]=1 |f:0.1.2.3|. Yield: 7.7%. Reported procedure: A solution of aluminum chloride (82 mg, 0.612 mmol) in nitromethane (1 mL) was added rapidly to a stirred, cooled (ice/H2O bath) solution of diphenylmethyl 7-[2-(2-aminothiazol-4-yl)-(Z)-2-methoxyiminoacetamido]-3-(2-benzyloxy-3,4-dioxo-1-cyclobutenyl)-3-cephem-4-carboxylate (50 mg, 0.068 mmol) and anisole (66 mg, 0.612 mmol) in CH2Cl2 (1 mL). The mixture was stirred with cooling for 0.33 hr and then for 2 hrs at ambient temperatures. The solution was cooled and diluted with dilute aqueous hydro... Reactants: FC(C1=CC=C(C=C1)N1C(=C(C(=C1)C#N)SC(F)(F)F)N)(F)F (1-(4-trifluoromethylphenyl)- 2-amino-3-trifluoromethylthio-4-cyanopyrrole), BrBr (bromine). Solvent: ClCCl.CCCCCC (dichloromethane hexane). The product is FC(C1=CC=C(C=C1)N1C(=C(C(=C1Br)C#N)SC(F)(F)F)N)(F)F (1-(4-trifluoromethylphenyl)-2-amino-3-trifluoromethylthio-4-cyano-5-bromopyrrole). Isolated yield 52.0%. As a reaction SMILES: [F:1][C:2]([F:23])([F:22])[C:3]1[CH:8]=[CH:7][C:6]([N:9]2[CH:13]=[C:12]([C:14]#[N:15])[C:11]([S:16][C:17]([F:20])([F:19])[F:18])=[C:10]2[NH2:21])=[CH:5][CH:4]=1.[Br:24]Br>ClCCl.CCCCCC>[F:23][C:2]([F:1])([F:22])[C:3]1[CH:8]=[CH:7][C:6]([N:9]2[C:13]([Br:24])=[C:12]([C:14]#[N:15])[C:11]([S:16][C:17]([F:19])([F:20])[F:18])=[C:10]2[NH2:21])=[CH:5][CH:4]=1 |f:2.3|. Procedure details: To a suspension of 1.17 g (3.30 mmoles) of 1-(4-trifluoromethylphenyl)-2-amino-3-trifluoromethylthio-4-cyanopyrrole and 0.46 ml (0.34 g, 3.3 mmoles) of triethylamine in 20 ml of chloroform cooled to -20° C. was added a solution of 0.19 ml (0.59 g, 3.7 mmoles) of bromine in 5 ml of chloroform. The reaction mixture was stirred at -20° C. for 1 hour and then allowed to warm to 0° C. Another 0.04 ml (0.13 g, 0.8 mmole) of bromine was then added and after 15 minutes of additional stirring, the reacti... Reactants: [H][H] (hydrogen), B (borane), C(#N)CC1=C(C2=C(OCCO2)C(=C1)F)F (6-Cyanomethyl-5,8-difluoro-1,4-benzodioxane), Cl (hydrochloric acid), [H][H] (hydrogen). The solvent is CO (methanol), O1CCCC1 (tetrahydrofuran), O1CCCC1 (tetrahydrofuran). The product is NCCC1=C(C2=C(OCCO2)C(=C1)F)F (6-(2-aminoethyl)-5,8-difluoro-1,4-benzodioxane). Reaction SMILES: [C:1]([CH2:3][C:4]1[CH:13]=[C:12]([F:14])[C:7]2[O:8][CH2:9][CH2:10][O:11][C:6]=2[C:5]=1[F:15])#[N:2].B.[H][H].Cl>O1CCCC1.CO>[NH2:2][CH2:1][CH2:3][C:4]1[CH:13]=[C:12]([F:14])[C:7]2[O:8][CH2:9][CH2:10][O:11][C:6]=2[C:5]=1[F:15]. Reported procedure: 6-Cyanomethyl-5,8-difluoro-1,4-benzodioxane (30.34 g, 0.158 mole) dissolved in 300 ml of dry tetrahydrofuran is treated with 308 ml of 1 M borane in tetrahydrofuran under nitrogen. After 2 hours of reflux 300 ml of methanol is added continuously (hydrogen evolution occurs, vigorously at first), then the mixture is refluxed for 30 minutes. Then 50 ml of 10% hydrochloric acid is added very carefully (hydrogen gas evolution again) and the mixture refluxed another 30 minutes. The reaction mixture is... The reactants are C(C)(C)(C)OC(N[C@@H]([C@@H](C)OC)CN(C(=O)[C@H]1[C@@H](C1)C1=NC=CN=C1)C1=CC=C(C=C1)C1=CC=C(C=C1)CCC)=O (((1R,2R)-2-methoxy-1-{[(4′-propyl-biphenyl-4-yl)-(trans-2-pyrazin-2-yl-cyclopropanecarbonyl)-amino]-methyl}-propyl)-carbamic acid tert butyl ester), C(=O)(C(F)(F)F)O.C(Cl)Cl (TFA DCM). The solvent is C(Cl)Cl (DCM). Product: N[C@H](CN(C(=O)[C@H]1[C@@H](C1)C1=NC=CN=C1)C1=CC=C(C=C1)C1=CC=C(C=C1)CCC)[C@@H](C)OC (Trans-2-pyrazin-2-yl-cyclopropanecarboxylic acid ((2R,3R)-2-amino-3-methoxy-butyl)-(4′-propyl-biphenyl-4-yl)-amide), di-TFA. As a reaction SMILES: C(OC(=O)[NH:7][C@H:8]([CH2:13][N:14]([C:26]1[CH:31]=[CH:30][C:29]([C:32]2[CH:37]=[CH:36][C:35]([CH2:38][CH2:39][CH3:40])=[CH:34][CH:33]=2)=[CH:28][CH:27]=1)[C:15]([C@@H:17]1[CH2:19][C@H:18]1[C:20]1[CH:25]=[N:24][CH:23]=[CH:22][N:21]=1)=[O:16])[C@H:9]([O:11][CH3:12])[CH3:10])(C)(C)C.C(O)(C(F)(F)F)=O.C(Cl)Cl>C(Cl)Cl>[NH2:7][C@@H:8]([C@H:9]([O:11][CH3:12])[CH3:10])[CH2:13][N:14]([C:26]1[CH:31]=[CH:30][C:29]([C:32]2[CH:33]=[CH:34][C:35]([CH2:38][CH2:39][CH3:40])=[CH:36][CH:37]=2)=[CH:28][CH:27]=1)[C:15]([C@@H:17]1[CH2:19][C@H:18]1[C:20]1[CH:25]=[N:24][CH:23]=[CH:22][N:21]=1)=[O:16] |f:1.2|. Procedure details: A solution of ((1R,2R)-2-methoxy-1-{[(4′-propyl-biphenyl-4-yl)-(trans-2-pyrazin-2-yl-cyclopropanecarbonyl)-amino]-methyl}-propyl)-carbamic acid tert butyl ester (55 mg) in DCM (1 mL) was treated with TFA/DCM (2/2 mL) for 1 h. The mixture was concentrated to give the titled compound as di-TFA salts (65.5 mg). 1H NMR (400 MHz, MeOD) δ ppm 8.5 (d, J=5.3 Hz, 1H), 8.1-8.2 (m, 2H), 7.5 (t, J=8.0 Hz, 2H), 7.4 (dd, J=8.3, 4.5 Hz, 2H), 7.3 (dd, J=8.2, 3.4 Hz, 2H), 7.2 (dd, J=8.1, 1.5 Hz, 2H), 4.2 (ddd, J... The reactants are O=C1CCN(CC1)C(=O)OC(C)(C)C (tert-butyl 4-oxo-1-piperidinecarboxylate), Cl.O(C)N (methoxylamine hydrochloride), C([O-])(O)=O.[Na+] (sodium bicarbonate). Run in O (water), C1CCOC1 (THF), O (water). Conditions: time 10 minute. Yields the product Cl.CON=C1CCNCC1 (Piperidin-4-One O-Methyl-Oxime Hydrochloride). Isolated yield 128.3%. RXN SMILES: O=[C:2]1[CH2:7][CH2:6][N:5](C(OC(C)(C)C)=O)[CH2:4][CH2:3]1.[ClH:15].[O:16]([NH2:18])[CH3:17].C(=O)(O)[O-].[Na+]>C1COCC1.O>[ClH:15].[CH3:17][O:16][N:18]=[C:2]1[CH2:3][CH2:4][NH:5][CH2:6][CH2:7]1 |f:1.2,3.4,7.8|. Procedure: A solution of tert-butyl 4-oxo-1-piperidinecarboxylate (2.0 g) and methoxylamine hydrochloride (2.93 g) in THF (66 mL) was treated with sodium bicarbonate (2.95 g) dissolved in water (20 mL). The biphasic mixture was stirred vigorously for 10 minutes, diluted with water, and extracted with ethyl acetate (×3). The combined extracts were dried over magnesium sulfate, filtered and concentrated to afford 2.12 g of the title compound, which was used without further purification. 1H NMR (CDCl3, 300 MH... Reactants: NC1(C2=CC(=CC=C2OC2=NC=C(C=C21)Br)I)COCC#N (2-((5-amino-3-bromo-7-iodo-5H-chromeno[2,3-b]pyridin-5-yl)methoxy)acetonitrile), C[Al](C)C (trimethylaluminum). Run in CC1CCCO1 (2-MeTHF). Reaction conditions: time 10 minute. Yields the product BrC=1C=C2C(=NC1)OC1=CC=C(C=C1C21COCC(=N1)N)I (3-bromo-7-iodo-2′,6′-dihydrospiro[chromeno[2,3-b]pyridine-5,3′-[1,4]oxazin]-5′-amine). Yield: 53.2%. RXN SMILES: [NH2:1][C:2]1([CH2:18][O:19][CH2:20][C:21]#[N:22])[C:15]2[C:10](=[N:11][CH:12]=[C:13]([Br:16])[CH:14]=2)[O:9][C:8]2[C:3]1=[CH:4][C:5]([I:17])=[CH:6][CH:7]=2.C[Al](C)C>CC1OCCC1>[Br:16][C:13]1[CH:14]=[C:15]2[C:2]3([N:1]=[C:21]([NH2:22])[CH2:20][O:19][CH2:18]3)[C:3]3[C:8](=[CH:7][CH:6]=[C:5]([I:17])[CH:4]=3)[O:9][C:10]2=[N:11][CH:12]=1. Procedure: A solution of 2-((5-amino-3-bromo-7-iodo-5H-chromeno[2,3-b]pyridin-5-yl)methoxy)acetonitrile (5.58 g, 11.82 mmol) in 100 mL 2-MeTHF under nitrogen atmosphere was treated with trimethylaluminum [2N in heptane (7.98 mL, 15.96 mmol)]. After stirring for 10 minutes at RT, the reaction mixture was heated to 80° C. for 90 minutes. The reaction mixture was cooled to RT and quenched with MeOH. The reaction mixture was treated with saturated Rochelle's salt solution and vigorously stirred for an addition... RXN SMILES: [CH3:24][OH:25].[F:1][c:2]1[c:3]([CH2:4][c:5]2[n:6][c:7]([C:14](=[O:15])[O:16][CH2:17][CH3:18])[c:8]3[n:9]2[cH:10][cH:11][cH:12][cH:13]3)[cH:19][cH:20][cH:21][cH:22]1.[NH4+:23].[OH2:26]>>[F:1][c:2]1[c:3]([CH2:4][c:5]2[n:6][c:7]([C:14](=[O:15])[NH2:23])[c:8]3[n:9]2[cH:10][cH:11][cH:12][cH:13]3)[cH:19][cH:20][cH:21][cH:22]1. The reactants are CO, CCOC(=O)c1nc(Cc2ccccc2F)n2ccccc12, [NH4+], O. The product is NC(=O)c1nc(Cc2ccccc2F)n2ccccc12. Procedure: To a mixture of 2-tert-butyl-4-((2-methyl-3-(4,4,5,5-tetramethyl-1,3,2-dioxaborolan-2-yl)phenylamino)methyl)thiazole-5-carboxylic acid 109e (430.37 mg, 0.0010000 mol) in methylene chloride (10 mL) was added N,N-diisopropylethylamine (870.91 uL, 5.0 mmol) and N,N,N′,N′-tetramethyl-O-(7-azabenzotriazol-1-yl)uranium hexafluorophosphate (1.1407 g, 0.0030000 mol). The mixture was stirred at room temperature overnight. The reaction mixture was extracted with water. The organic layer was separated, and... Reactants: C(C)(C)N(C(C)C)CC (N,N-diisopropylethylamine), N,N,N′,N′-tetramethyl-O-(7-azabenzotriazol-1-yl)uranium hexafluorophosphate, C(C)(C)(C)C=1SC(=C(N1)CNC1=C(C(=CC=C1)B1OC(C(O1)(C)C)(C)C)C)C(=O)O (2-tert-Butyl-4-((2-methyl-3-(4,4,5,5-tetramethyl-1,3,2-dioxaborolan-2-yl)phenylamino)methyl)thiazole-5-carboxylic acid). Reaction conditions: time 8 hour. The product is C(C)(C)(C)C=1SC2=C(N1)CN(C2=O)C2=C(C(=CC=C2)B2OC(C(O2)(C)C)(C)C)C (2-tert-Butyl-5-(2-methyl-3-(4,4,5,5-tetramethyl-1,3,2-dioxaborolan-2-yl)phenyl)-4H-pyrrolo[3,4-d]thiazol-6(5H)-one). RXN SMILES: [C:1]([C:5]1[S:6][C:7]([C:28]([OH:30])=O)=[C:8]([CH2:10][NH:11][C:12]2[CH:17]=[CH:16][CH:15]=[C:14]([B:18]3[O:22][C:21]([CH3:24])([CH3:23])[C:20]([CH3:26])([CH3:25])[O:19]3)[C:13]=2[CH3:27])[N:9]=1)([CH3:4])([CH3:3])[CH3:2].C(N(CC)C(C)C)(C)C>C(Cl)Cl>[C:1]([C:5]1[S:6][C:7]2[C:28](=[O:30])[N:11]([C:12]3[CH:17]=[CH:16][CH:15]=[C:14]([B:18]4[O:19][C:20]([CH3:26])([CH3:25])[C:21]([CH3:23])([CH3:24])[O:22]4)[C:13]=3[CH3:27])[CH2:10][C:8]=2[N:9]=1)([CH3:3])([CH3:2])[CH3:4]. Yield: 39.5%. The solvent is C(Cl)Cl (methylene chloride).